This data is from the Open Reaction Database (ORD), a public repository of structured organic reaction records. The task is: describe an organic reaction: reactants, conditions, products, and yield Reactants: OCC1CCCCN1Cc1ccccc1, Cl, BrP(Br)Br, c1ccccc1. Yields the product BrCC1CCCCN1Cc1ccccc1. Reaction SMILES: [CH2:1]([c:2]1[cH:3][cH:4][cH:5][cH:6][cH:7]1)[N:8]1[CH:9]([CH2:14][OH:15])[CH2:10][CH2:11][CH2:12][CH2:13]1.[ClH:20].[P:16]([Br:17])([Br:18])[Br:19].[cH:21]1[cH:22][cH:23][cH:24][cH:25][cH:26]1>>[CH2:1]([c:2]1[cH:3][cH:4][cH:5][cH:6][cH:7]1)[N:8]1[CH:9]([CH2:14][Br:17])[CH2:10][CH2:11][CH2:12][CH2:13]1. Reactants: Cl.CC1=NC2=CC=C(C=C2C(=C1)Cl)OC (2-methyl-4-chloro-6-methoxy-quinoline-hydrochloride), N1N=CN=C1 (1,2,4-triazole), CN(C=O)C (dimethyl formamide), [OH-].[NH4+] (ammonium hydroxide). Solvent: O (water). Reaction conditions: temperature 80 celsius, time 3 hour. Yields the product N1(N=CN=C1)C1=CC(=NC2=CC=C(C=C12)OC)C (4-(1H-1,2,4-triazole-1-yl)-2-methyl-6-methoxy-quinoline). Yield: 87.0%. As a reaction SMILES: Cl.[CH3:2][C:3]1[CH:12]=[C:11](Cl)[C:10]2[C:5](=[CH:6][CH:7]=[C:8]([O:14][CH3:15])[CH:9]=2)[N:4]=1.[NH:16]1[CH:20]=[N:19][CH:18]=[N:17]1.CN(C)C=O.[OH-].[NH4+]>O>[N:16]1([C:11]2[C:10]3[C:5](=[CH:6][CH:7]=[C:8]([O:14][CH3:15])[CH:9]=3)[N:4]=[C:3]([CH3:2])[CH:12]=2)[CH:20]=[N:19][CH:18]=[N:17]1 |f:0.1,4.5|. Procedure details: A mixture of 2.44 g of 2-methyl-4-chloro-6-methoxy-quinoline-hydrochloride, 1.38 g of 1,2,4-triazole and 10 ml of dimethyl formamide is stirred at 80° C. for 3 hours whereupon the reaction mixture is poured into 100 ml of water and neutralized with 2 ml of a concentrated ammonium hydroxide solution. The precipitated product is filtered. Thus 2.09 g of the desired compound are obtained, yield 87%, mp.: 117°-118° C.